Dataset: the Open Reaction Database (ORD), a public repository of structured organic reaction records. Task: describe an organic reaction: reactants, conditions, products, and yield Reactants: CC(Oc1ccc(C#N)cn1)C1CN(C(=O)C2CCN(C(=O)OC(C)(C)C)CC2)CC1c1ccc(Cl)c(Cl)c1, ClCCl, O=C(O)C(F)(F)F. Yields the product CC(Oc1ccc(C#N)cn1)C1CN(C(=O)C2CCNCC2)CC1c1ccc(Cl)c(Cl)c1. RXN SMILES: [C:1]([O:2][C:3](=[O:4])[N:8]1[CH2:9][CH2:10][CH:11]([C:14](=[O:15])[N:16]2[CH2:17][CH:18]([CH:29]([CH3:30])[O:31][c:32]3[n:33][cH:34][c:35]([C:38]#[N:39])[cH:36][cH:37]3)[CH:19]([c:21]3[cH:22][c:23]([Cl:28])[c:24]([Cl:27])[cH:25][cH:26]3)[CH2:20]2)[CH2:12][CH2:13]1)([CH3:5])([CH3:6])[CH3:7].[Cl:47][CH2:48][Cl:49].[F:40][C:41]([F:42])([F:43])[C:44]([OH:45])=[O:46]>>[NH:8]1[CH2:9][CH2:10][CH:11]([C:14](=[O:15])[N:16]2[CH2:17][CH:18]([CH:29]([CH3:30])[O:31][c:32]3[n:33][cH:34][c:35]([C:38]#[N:39])[cH:36][cH:37]3)[CH:19]([c:21]3[cH:22][c:23]([Cl:28])[c:24]([Cl:27])[cH:25][cH:26]3)[CH2:20]2)[CH2:12][CH2:13]1. Starting materials: O(C1=CC=CC=C1)C1=CC=C(C=C1)N=C=O (4-phenoxyphenyl isocyanate), Cl.CN1CCN(CC1)C1=NC(=NC(=C1)C1=CC=C2CCNCC2=C1)N (4-(4-methylpiperazin-1-yl)-6-(1,2,3,4-tetrahydroisoquinolin-7-yl)pyrimidin-2-amine HCl salt). The product is NC1=NC(=CC(=N1)C1=CC=C2CCN(CC2=C1)C(=O)NC1=CC=C(C=C1)OC1=CC=CC=C1)N1CCN(CC1)C (7-[2-Amino-6-(4-methylpiperazin-1-yl)pyrimidin-4-yl]-N-(4-phenoxyphenyl)-3,4-dihydroisoquinoline-2(1H)-carboxamide). RXN SMILES: [O:1]([C:8]1[CH:13]=[CH:12][C:11]([N:14]=[C:15]=[O:16])=[CH:10][CH:9]=1)[C:2]1[CH:7]=[CH:6][CH:5]=[CH:4][CH:3]=1.Cl.[CH3:18][N:19]1[CH2:24][CH2:23][N:22]([C:25]2[CH:30]=[C:29]([C:31]3[CH:40]=[C:39]4[C:34]([CH2:35][CH2:36][NH:37][CH2:38]4)=[CH:33][CH:32]=3)[N:28]=[C:27]([NH2:41])[N:26]=2)[CH2:21][CH2:20]1>>[NH2:41][C:27]1[N:28]=[C:29]([C:31]2[CH:40]=[C:39]3[C:34]([CH2:35][CH2:36][N:37]([C:15]([NH:14][C:11]4[CH:12]=[CH:13][C:8]([O:1][C:2]5[CH:3]=[CH:4][CH:5]=[CH:6][CH:7]=5)=[CH:9][CH:10]=4)=[O:16])[CH2:38]3)=[CH:33][CH:32]=2)[CH:30]=[C:25]([N:22]2[CH2:21][CH2:20][N:19]([CH3:18])[CH2:24][CH2:23]2)[N:26]=1 |f:1.2|. Procedure details: This compound was prepared by using procedures analogous to those described for the synthesis of Example 5 starting from 4-phenoxyphenyl isocyanate (Aldrich, Cat. #478970) and 4-(4-methylpiperazin-1-yl)-6-(1,2,3,4-tetrahydroisoquinolin-7-yl)pyrimidin-2-amine HCl salt. Analytic LCMS (M+H)+: m/z=536.2. Reactants: Cn1ncnc1COc1nn2c(-c3ccccc3F)nnc2cc1C1CC(OCc2ccccc2)C1, O=C[O-], O=CO, [NH4+]. The product is Cn1ncnc1COc1nn2c(-c3ccccc3F)nnc2cc1C1CC(O)C1. Reaction SMILES: [CH2:1]([c:2]1[cH:3][cH:4][cH:5][cH:6][cH:7]1)[O:8][CH:9]1[CH2:10][CH:11]([c:13]2[cH:14][c:15]3[n:16]([n:17][c:18]2[O:19][CH2:20][c:21]2[n:22]([CH3:26])[n:23][cH:24][n:25]2)[c:27](-[c:30]2[c:31]([F:36])[cH:32][cH:33][cH:34][cH:35]2)[n:28][n:29]3)[CH2:12]1.[CH:37]([O-:38])=[O:39].[CH:41]([OH:42])=[O:43].[NH4+:40]>>[OH:8][CH:9]1[CH2:10][CH:11]([c:13]2[cH:14][c:15]3[n:16]([n:17][c:18]2[O:19][CH2:20][c:21]2[n:22]([CH3:26])[n:23][cH:24][n:25]2)[c:27](-[c:30]2[c:31]([F:36])[cH:32][cH:33][cH:34][cH:35]2)[n:28][n:29]3)[CH2:12]1. The reactants are F.[K+].[F-], C1[C@H]([C@H]2[C@@H]([C@@]1(COC(=O)C)O)OC(O2)(C)C)N1C(c2c(C1=O)cccc2)=O. Reagents/catalysts: c1ccc(cc1)-c2c3ccccc3cc4ccccc24 (9-Phenylanthracene). Solvent: C1CCOC1 (THF). Conditions: temperature 25 celsius, time 18 hour. Product: CC(=O)OC[C@@]1(F)C[C@H]([C@@H]2OC(C)(C)O[C@H]12)N3C(=O)c4ccccc4C3=O. Reaction SMILES: [FH:1].[F-].[K+].[CH3:2][C:3]([O:5][CH2:6][C@:7]1([C@H:16]([C@@H:10]2[C@H:9]([N:17]3[C:26](=[O:27])[c:25]([c:20]4[C:18]3=[O:19])[cH:24][cH:23][cH:22][cH:21]4)[CH2:8]1)[O:15][C:12]([CH3:14])([CH3:13])[O:11]2)O)=[O:4]>>[CH3:2][C:3]([O:5][CH2:6][C@@:7]1([C@H:16]([C@@H:10]2[C@H:9]([N:17]3[C:26](=[O:27])[c:25]([c:20]4[C:18]3=[O:19])[cH:24][cH:23][cH:22][cH:21]4)[CH2:8]1)[O:15][C:12]([CH3:14])([CH3:13])[O:11]2)[F:1])=[O:4]. The reactants are CN1C(CCC1)CN (1-methyl-2-aminomethyl-pyrrolidine), CNS(=O)(=O)C=1C=C(C2=C(OCCO2)C1)C(=O)Cl (7-methylsulfamoyl-1,4-benzodioxane-5-carbonyl chloride). Yields the product CN1C(CCC1)CNC(=O)C1=CC(=CC=2OCCOC21)S(NC)(=O)=O (N-(1-methyl-2-pyrrolidylmethyl)-7-methylsulfamoyl-1,4-benzodioxane-5-carboxamide). Yield: 77.0%. RXN SMILES: [CH3:1][N:2]1[CH2:6][CH2:5][CH2:4][CH:3]1[CH2:7][NH2:8].[CH3:9][NH:10][S:11]([C:14]1[CH:15]=[C:16]([C:24](Cl)=[O:25])[C:17]2[O:22][CH2:21][CH2:20][O:19][C:18]=2[CH:23]=1)(=[O:13])=[O:12]>>[CH3:1][N:2]1[CH2:6][CH2:5][CH2:4][CH:3]1[CH2:7][NH:8][C:24]([C:16]1[C:17]2[O:22][CH2:21][CH2:20][O:19][C:18]=2[CH:23]=[C:14]([S:11](=[O:13])(=[O:12])[NH:10][CH3:9])[CH:15]=1)=[O:25]. Reported procedure: In a similar manner to that of the above example, 71 g of levorotatory 1-methyl-2-aminomethyl-pyrrolidine was reacted with 180.5 g of 7-methylsulfamoyl-1,4-benzodioxane-5-carbonyl chloride to give 175 g of levorotatory-N-(1-methyl-2-pyrrolidylmethyl)-7-methylsulfamoyl-1,4-benzodioxane-5-carboxamide (M.P.: 187°-187.5° C.; yield: 77%). Isolated yield 57.7%. RXN SMILES: [CH2:1]([CH:4]1[N:8]([CH3:9])[S:7](=[O:11])(=[O:10])[NH:6][C:5]1=[O:12])[CH2:2][CH3:3].[C:13]1([S:19][CH2:20]Cl)[CH:18]=[CH:17][CH:16]=[CH:15][CH:14]=1>[Br-].C([N+](CCCC)(CCCC)CCCC)CCC.C1(C)C=CC=CC=1>[C:13]1([S:19][CH2:20][N:6]2[C:5](=[O:12])[CH:4]([CH2:1][CH2:2][CH3:3])[N:8]([CH3:9])[S:7]2(=[O:11])=[O:10])[CH:18]=[CH:17][CH:16]=[CH:15][CH:14]=1 |f:2.3|. Run in C1(=CC=CC=C1)C (toluene). Reagents/catalysts: [Br-].C(CCC)[N+](CCCC)(CCCC)CCCC (tetrabutylammonium bromide). Procedure: A mixture of 4-propyl-5-methyl-1,2,5-thiadiazolidin-3-one 1,1-dioxide (9 g), phenylthiomethyl chloride (7.43 g) and tetrabutylammonium bromide (1 g) suspended in 200 ml of toluene was refluxed for 8 hours, cooled, and concentrated in vacuo. The residue was purified by flash chromatography (15%-20% ethyl acetate in hexane) to afford 8.5 g (88%) of 2-phenylthiomethyl-4-propyl-5-methyl-1,2,5-thiadiazolidin-3-one 1,1-dioxide (Formula VI: R1 =H; R2 =propyl; R3 =methyl). Product: C1(=CC=CC=C1)SCN1S(N(C(C1=O)CCC)C)(=O)=O (2-phenylthiomethyl-4-propyl-5-methyl-1,2,5-thiadiazolidin-3-one 1,1-dioxide). Starting materials: C(CC)C1C(NS(N1C)(=O)=O)=O (4-propyl-5-methyl-1,2,5-thiadiazolidin-3-one 1,1-dioxide), C1(=CC=CC=C1)SCCl (phenylthiomethyl chloride). Reactants: CC1(CCCC2(C3C1C(C2=C)CC3)C)C (longifolene), C(C)(=O)O (acetic acid). Solvent: C1(=CC=CC=C1)C (toluene). Run at temperature 20 celsius, time 4 hour. Product: CC1(C2CCC3(C(CCC(C13)=O)(C)C)C2)C (1,1,5,5-tetramethylhexahydro-2H-2,4a-methano-naphthalene-8-one). RXN SMILES: [CH3:1][C:2]1([CH3:15])[CH:8]2[CH:9]3[CH2:12][CH2:13][CH:7]2[C:6]([CH3:14])([C:10]3=[CH2:11])[CH2:5][CH2:4][CH2:3]1.C(O)(=[O:18])C>C1(C)C=CC=CC=1>[CH3:9][C:10]1([CH3:11])[CH:12]2[C:3]3([CH2:14][CH:6]1[CH2:5][CH2:4]3)[C:2]([CH3:15])([CH3:1])[CH2:8][CH2:7][C:13]2=[O:18]. Procedure details: A four neck flask of 2 L was charged with 500 g of longifolene and 250 ml of acetic acid, and 250 ml of a boron trifluoride diethyl ether complex was dropwise added thereto in 4 hours while stirring at 20° C. to carry out isomerization reaction. This reaction mixture was washed with ice and water, a saturated sodium hydrogencarbonate aqueous solution and a saturated saline solution and refined by distillation, and after refined by distillation, it was mixed with 1800 ml of methylene chloride and... The reactants are CCOC(=O)C1=CN(C(=O)c2ccc(F)cc2)CC(C)c2c1[nH]c1ccccc21, ClCCl, O=C1CCC(=O)N1Br. Yields the product CCOC(=O)C1=CN(C(=O)c2ccc(F)cc2)CC(C)c2c1[nH]c1cc(Br)ccc21. As a reaction SMILES: [CH2:1]([CH3:2])[O:3][C:4](=[O:5])[C:6]1=[CH:7][N:8]([C:21]([c:22]2[cH:23][cH:24][c:25]([F:28])[cH:26][cH:27]2)=[O:29])[CH2:9][CH:10]([CH3:20])[c:11]2[c:12]1[nH:13][c:14]1[cH:15][cH:16][cH:17][cH:18][c:19]21.[Cl:38][CH2:39][Cl:40].[O:30]=[C:31]1[N:32]([Br:37])[C:33](=[O:34])[CH2:35][CH2:36]1>>[CH2:1]([CH3:2])[O:3][C:4](=[O:5])[C:6]1=[CH:7][N:8]([C:21]([c:22]2[cH:23][cH:24][c:25]([F:28])[cH:26][cH:27]2)=[O:29])[CH2:9][CH:10]([CH3:20])[c:11]2[c:12]1[nH:13][c:14]1[cH:15][c:16]([Br:37])[cH:17][cH:18][c:19]21. The reactants are C(C)C(CC)C1=CC=C(C2=C1N(C(N2)=O)C)C(=O)OC (methyl 7-(1-ethylpropyl)-1-methyl-2-oxo-2,3-dihydro-1H-benzimidazole-4-carboxylate), P(=O)(Cl)(Cl)Cl (phosphoryl chloride). Run in C1(=CC=CC=C1)C (toluene). Run at temperature 100 celsius. Product: ClC1=NC2=C(N1C)C(=CC=C2C(=O)OC)C(CC)CC (Methyl 2-chloro-7-(1-ethylpropyl)-1-methyl-1H-benzimidazole-4-carboxylate). Isolated yield 85.0%. Reaction SMILES: [CH2:1]([CH:3]([C:6]1[C:11]2[N:12]([CH3:16])[C:13](=O)[NH:14][C:10]=2[C:9]([C:17]([O:19][CH3:20])=[O:18])=[CH:8][CH:7]=1)[CH2:4][CH3:5])[CH3:2].P(Cl)(Cl)([Cl:23])=O>C1(C)C=CC=CC=1>[Cl:23][C:13]1[N:12]([CH3:16])[C:11]2[C:6]([CH:3]([CH2:4][CH3:5])[CH2:1][CH3:2])=[CH:7][CH:8]=[C:9]([C:17]([O:19][CH3:20])=[O:18])[C:10]=2[N:14]=1. Reported procedure: A mixture of methyl 7-(1-ethylpropyl)-1-methyl-2-oxo-2,3-dihydro-1H-benzimidazole-4-carboxylate (1.30 g, 4.70 mmol) and phosphoryl chloride (10 ml) was heated at 100° C. for 3 h. The mixture was diluted with toluene and concentrated in vacuo to remove excess reagent. The residue was diluted with aqueous saturated sodium bicarbonate and extracted with ethyl acetate. The extracts were washed with water, dried over magnesium sulfate and concentrated in vacuo. The residue was purified by chromatogra...